From a dataset of the Open Reaction Database (ORD), a public repository of structured organic reaction records. describe an organic reaction: reactants, conditions, products, and yield Starting materials: FC1=C(N=CC2=CC=C(C=C2)S(N)(=O)=O)C=CC(=C1)F (2,4-difluoro-N-(4-sulfamoylbenzylidene)aniline), C[Si](C)(C)C#N (trimethylsilyl cyanide). Product: FC1=C(NC(C#N)C2=CC=C(C=C2)S(N)(=O)=O)C=CC(=C1)F (α-(2,4-Difluoroanilino)-α-(4-sulfamoylphenyl)acetonitrile), powder. The yield is 100.0%. Reaction SMILES: [F:1][C:2]1[CH:19]=[C:18]([F:20])[CH:17]=[CH:16][C:3]=1[N:4]=[CH:5][C:6]1[CH:11]=[CH:10][C:9]([S:12](=[O:15])(=[O:14])[NH2:13])=[CH:8][CH:7]=1.C[Si]([C:25]#[N:26])(C)C>>[F:1][C:2]1[CH:19]=[C:18]([F:20])[CH:17]=[CH:16][C:3]=1[NH:4][CH:5]([C:6]1[CH:7]=[CH:8][C:9]([S:12](=[O:15])(=[O:14])[NH2:13])=[CH:10][CH:11]=1)[C:25]#[N:26]. Procedure details: Following a procedure similar to that described in Example 1(ii), but using 2,4-difluoro-N-(4-sulfamoylbenzylidene)aniline [prepared as described in step (i) above] and trimethylsilyl cyanide as starting materials, the title compound was obtained as a white powder (yield 100%). Reactants: N1CCCC12CCN(CC2)C(=O)OC(C)(C)C (tert-butyl 1,8-diazaspiro[4.5]decane-8-carboxylate), CN(C)C(=[N+](C)C)ON1C2=C(C=CC=C2)N=N1.[B-](F)(F)(F)F (TBTU), CCN(C(C)C)C(C)C (DIEA), C1(CC1)C=1C=CC(=NC1CC1=CC=C(C=C1)F)C(=O)O (5-cyclopropyl-6-(4-fluoro-benzyl)-pyridine-2-carboxylic acid). Product: C(C)(C)(C)OC(=O)N1CCC2(CCCN2C(=O)C2=NC(=C(C=C2)C2CC2)CC2=CC=C(C=C2)F)CC1 (1-[5-Cyclopropyl-6-(4-fluoro-benzyl)-pyridine-2-carbonyl]-1,8-diaza-spiro[4.5]decane-8-carboxylic acid tert-butyl ester). As a reaction SMILES: [CH:1]1([C:4]2[CH:5]=[CH:6][C:7]([C:18]([OH:20])=O)=[N:8][C:9]=2[CH2:10][C:11]2[CH:16]=[CH:15][C:14]([F:17])=[CH:13][CH:12]=2)[CH2:3][CH2:2]1.[NH:21]1[C:25]2([CH2:30][CH2:29][N:28]([C:31]([O:33][C:34]([CH3:37])([CH3:36])[CH3:35])=[O:32])[CH2:27][CH2:26]2)[CH2:24][CH2:23][CH2:22]1.CN(C(ON1N=NC2C=CC=CC1=2)=[N+](C)C)C.[B-](F)(F)(F)F.CCN(C(C)C)C(C)C>>[C:34]([O:33][C:31]([N:28]1[CH2:27][CH2:26][C:25]2([N:21]([C:18]([C:7]3[CH:6]=[CH:5][C:4]([CH:1]4[CH2:2][CH2:3]4)=[C:9]([CH2:10][C:11]4[CH:12]=[CH:13][C:14]([F:17])=[CH:15][CH:16]=4)[N:8]=3)=[O:20])[CH2:22][CH2:23][CH2:24]2)[CH2:30][CH2:29]1)=[O:32])([CH3:37])([CH3:35])[CH3:36] |f:2.3|. Procedure details: In analogy to the procedure described in Example 47 b), 5-cyclopropyl-6-(4-fluoro-benzyl)-pyridine-2-carboxylic acid (Example 5 g)) was reacted with tert-butyl 1,8-diazaspiro[4.5]decane-8-carboxylate (937729-06-1) in the presence of TBTU and DIEA to obtain the title compound as colorless oil; MS (EI): m/e=494.6 [MH+]. The reactants are ClCCl, COCCOC, CCOC(C)=O, O=C(O)C1C(=CCO)OC2CC(=O)N21, C(=NC1CCCCC1)=NC1CCCCC1, O=C(OO)c1cccc(Cl)c1. The product is O=C(OC1C(=CCO)OC2CC(=O)N21)c1cccc(Cl)c1. RXN SMILES: [CH2:41]([Cl:42])[Cl:43].[CH3:44][O:45][CH2:46][CH2:47][O:48][CH3:49].[CH3:50][CH2:51][O:52][C:53](=[O:54])[CH3:55].[CH:1]12[CH2:2][C:3](=[O:4])[N:5]1[CH:6]([C:7](=[O:8])[OH:9])[C:10](=[CH:12][CH2:13][OH:14])[O:11]2.[CH:26]1([N:27]=[C:28]=[N:29][CH:30]2[CH2:31][CH2:32][CH2:33][CH2:34][CH2:35]2)[CH2:36][CH2:37][CH2:38][CH2:39][CH2:40]1.[Cl:15][c:16]1[cH:17][c:18]([C:22](=[O:23])[O:24][OH:25])[cH:19][cH:20][cH:21]1>>[CH:1]12[CH2:2][C:3](=[O:4])[N:5]1[CH:6]([O:24][C:22]([c:18]1[cH:17][c:16]([Cl:15])[cH:21][cH:20][cH:19]1)=[O:23])[C:10](=[CH:12][CH2:13][OH:14])[O:11]2. The reactants are [Cl-].[NH4+] (ammonium chloride), BrC=1C=NC=C(C=O)C1 (5-bromonicotinaldehyde), [Br-].C(C1=CC=CC=C1)[Zn+] (benzylzinc bromide), C1(=CC=CC=C1)OC(=O)Cl (phenylchloroformate). The solvent is C1CCOC1 (THF). Reaction conditions: temperature 0 celsius, time 30 minute. Yields the product C(C1=CC=CC=C1)C1C(=CN(C=C1C=O)C(=O)OC1=CC=CC=C1)Br (phenyl 4-benzyl-3-bromo-5-formylpyridine-1(4H)-carboxylate). RXN SMILES: [Br:1][C:2]1[CH:3]=[N:4][CH:5]=[C:6]([CH:9]=1)[CH:7]=[O:8].[C:10]1([O:16][C:17](Cl)=[O:18])[CH:15]=[CH:14][CH:13]=[CH:12][CH:11]=1.[Br-].[CH2:21]([Zn+])[C:22]1[CH:27]=[CH:26][CH:25]=[CH:24][CH:23]=1.[Cl-].[NH4+]>C1COCC1>[CH2:21]([CH:9]1[C:6]([CH:7]=[O:8])=[CH:5][N:4]([C:17]([O:16][C:10]2[CH:15]=[CH:14][CH:13]=[CH:12][CH:11]=2)=[O:18])[CH:3]=[C:2]1[Br:1])[C:22]1[CH:27]=[CH:26][CH:25]=[CH:24][CH:23]=1 |f:2.3,4.5|. Procedure details: A solution of 5-bromonicotinaldehyde (7-1) (930 mg, 5 mmol, 1 eq) in anhydrous THF (10 ml) was cooled to 0° C. and treated with phenylchloroformate (783 mg, 5 mmol, 1eq). The reaction mixture was then stirred at this temperature for 1 h before the addition of benzylzinc bromide (0.5M in THF, 10 ml, 5 mmol, 1eq). The resulting solution was stirred at 0° C. for another 30 min, was then allowed to warm to room temperature and poured into saturated aqueous solution of ammonium chloride. The organic ... Reactants: NCC1CC=2C(=C3C=CC(NC3=C(C2)C)=O)O1 (2-Aminomethyl-5-methyl-2,3,6,7-tetrahydrofuro-[2,3-f]quinoline-7-one), CCN=C=NCCCN(C)C.Cl (WSC.HCl), C(C)N=C=NCCCN(C)C (1-ethyl-3-(3-dimethylaminopropyl)carbodiimide), resultant mixture, ON1N=NC2=C1C=CC=C2 (HOBT), C(=O)(OCC1=CC=CC=C1)N[C@@H](C)C(=O)O (carbobenzyloxy-L-alanine), Cl (hydrochloric acid), ON1N=NC2=C1C=CC=C2 (1-hydroxybenzotriazol). Solvent: CN(C=O)C (dimethylformamide). The product is C(=O)(OCC1=CC=CC=C1)N[C@@H](C)C(=O)NCC1CC=2C(=C3C=CC(NC3=C(C2)C)=O)O1 (2-(Carbobenzyloxy-L-alanyl)aminomethyl-5-methyl-2,3,6,7-tetrahydrofuro-[2,3-f]quinoline-7-one). The yield is 75.8%. As a reaction SMILES: [NH2:1][CH2:2][CH:3]1[O:17][C:6]2=[C:7]3[C:12](=[C:13]([CH3:15])[CH:14]=[C:5]2[CH2:4]1)[NH:11][C:10](=[O:16])[CH:9]=[CH:8]3.[C:18]([NH:28][C@H:29]([C:31](O)=[O:32])[CH3:30])([O:20][CH2:21][C:22]1[CH:27]=[CH:26][CH:25]=[CH:24][CH:23]=1)=[O:19].Cl.C(N=C=NCCCN(C)C)C.CCN=C=NCCCN(C)C.Cl.ON1C2C=CC=CC=2N=N1>CN(C)C=O>[C:18]([NH:28][C@H:29]([C:31]([NH:1][CH2:2][CH:3]1[O:17][C:6]2=[C:7]3[C:12](=[C:13]([CH3:15])[CH:14]=[C:5]2[CH2:4]1)[NH:11][C:10](=[O:16])[CH:9]=[CH:8]3)=[O:32])[CH3:30])([O:20][CH2:21][C:22]1[CH:27]=[CH:26][CH:25]=[CH:24][CH:23]=1)=[O:19] |f:4.5|. Procedure: 2-Aminomethyl-5-methyl-2,3,6,7-tetrahydrofuro-[2,3-f]quinoline-7-one (2.3 g, 10 mmol) was dissolved in dimethylformamide (100 ml) while cooled on ice. To the obtained mixture, carbobenzyloxy-L-alanine (2.3 g, 10.5 mmol), a hydrochloric acid salt of 1-ethyl-3-(3-dimethylaminopropyl)carbodiimide (hereinafter referred to as WSC.HCl) (2.3 g, 11.0 mmol), and 1-hydroxybenzotriazol (hereinafter referred to as HOBT) (1.4 g, 11.0 mmol) were added, and the resultant mixture was stirred at room temperature... Reactants: CC1=CC(=O)OC2=C1C=CC(=C2)OC(=O)C (4-methylumbelliferyl acetate), CC1=CC(=O)OC2=C1C=CC(=C2)OC3C(C(C(C(O3)CO)O)O)NC(=O)C (4-methylumbelliferyl-N-acetyl-β-D-galactosaminide). Product: CC1=CC(=O)OC2=CC=CC=C12.CC(=O)N[C@@H]1[C@H]([C@H]2[C@@H](COC(O2)C3=CC=CC=C3)OC1O)O (4-methylumbelliferyl 2-acetamido-4, 6-O-benzylidene-2-deoxy-β-D-glucopyranoside). Reaction SMILES: [CH3:1][C:2]1[C:8]2[CH:9]=[CH:10][C:11](OC(C)=O)=[CH:12][C:7]=2[O:6][C:4](=[O:5])[CH:3]=1.CC1C2C=CC([O:29][CH:30]3[O:35][CH:34]([CH2:36][OH:37])[CH:33]([OH:38])[CH:32]([OH:39])[CH:31]3[NH:40][C:41]([CH3:43])=[O:42])=CC=2OC(=O)C=1>>[CH3:1][C:2]1[C:8]2[C:7](=[CH:12][CH:11]=[CH:10][CH:9]=2)[O:6][C:4](=[O:5])[CH:3]=1.[CH3:43][C:41]([NH:40][C@H:31]1[CH:30]([OH:29])[O:35][C@@H:34]2[CH2:36][O:37][CH:2]([C:8]3[CH:9]=[CH:10][CH:11]=[CH:12][CH:7]=3)[O:38][C@H:33]2[C@@H:32]1[OH:39])=[O:42] |f:2.3|. Reported procedure: 4-methylumbelliferyl acetate; 4-methylumbelliferyl-N-acetyl-β-D-galactosaminide;